From a dataset of the Open Reaction Database (ORD), a public repository of structured organic reaction records. describe an organic reaction: reactants, conditions, products, and yield The reactants are FC(F)(F)C1(c2cc(Cl)c(Cl)c(Cl)c2)CC(c2ccc(I)c(Br)c2)=NO1, C1CCOC1, CC(C)[Mg+], O=C1CN(C(c2ccccc2)c2ccccc2)C1, [Cl-]. The product is OC1(c2ccc(C3=NOC(c4cc(Cl)c(Cl)c(Cl)c4)(C(F)(F)F)C3)cc2Br)CN(C(c2ccccc2)c2ccccc2)C1. As a reaction SMILES: [Br:1][c:2]1[cH:3][c:4]([C:9]2=[N:10][O:11][C:12]([C:14]([F:15])([F:16])[F:17])([c:18]3[cH:19][c:20]([Cl:26])[c:21]([Cl:25])[c:22]([Cl:24])[cH:23]3)[CH2:13]2)[cH:5][cH:6][c:7]1[I:8].[CH2:50]1[O:51][CH2:52][CH2:53][CH2:54]1.[CH:28]([Mg+:29])([CH3:30])[CH3:31].[CH:32]([c:33]1[cH:34][cH:35][cH:36][cH:37][cH:38]1)([c:39]1[cH:40][cH:41][cH:42][cH:43][cH:44]1)[N:45]1[CH2:46][C:47](=[O:49])[CH2:48]1.[Cl-:27]>>[Br:1][c:2]1[cH:3][c:4]([C:9]2=[N:10][O:11][C:12]([C:14]([F:15])([F:16])[F:17])([c:18]3[cH:19][c:20]([Cl:26])[c:21]([Cl:25])[c:22]([Cl:24])[cH:23]3)[CH2:13]2)[cH:5][cH:6][c:7]1[C:47]1([OH:49])[CH2:46][N:45]([CH:32]([c:33]2[cH:34][cH:35][cH:36][cH:37][cH:38]2)[c:39]2[cH:40][cH:41][cH:42][cH:43][cH:44]2)[CH2:48]1. Reported procedure: HONH2 (50% aqueous, 2 mL) was added to II (101 mg, 0.3 mmol) in MeOH (2 mL) at rt. The reaction mixture was stirred for 72 h, after which the solvents were evaporated under reduced pressure. The resulting residue was dissolved and co-evaporated with toluene (2×5 mL) then was purified by silica gel column chromatography eluting with CH2Cl2/MeOH (100:3 to 100:7) to furnish III as a colourless oil (46 mg, 47%). Product: ONC(CCCCCCN(C1=NC=CC=C1)C1=NC=CC(=C1)C)=O (N-Hydroxy-7-((4-methylpyridin-2-yl)(pyridin-2-yl)amino)heptanamide). Reactants: ON (HONH2), C(C)OC(CCCCCCN(C1=NC=CC=C1)C1=NC=CC(=C1)C)=O (7-[(4-Methyl-pyridin-2-yl)-pyridin-2-yl-amino]heptanoic acid ethyl ester). Reaction conditions: time 72 hour. Yield: 47.0%. Run in CO (MeOH). As a reaction SMILES: [OH:1][NH2:2].C([O:5][C:6](=O)[CH2:7][CH2:8][CH2:9][CH2:10][CH2:11][CH2:12][N:13]([C:20]1[CH:25]=[C:24]([CH3:26])[CH:23]=[CH:22][N:21]=1)[C:14]1[CH:19]=[CH:18][CH:17]=[CH:16][N:15]=1)C>CO>[OH:1][NH:2][C:6](=[O:5])[CH2:7][CH2:8][CH2:9][CH2:10][CH2:11][CH2:12][N:13]([C:20]1[CH:25]=[C:24]([CH3:26])[CH:23]=[CH:22][N:21]=1)[C:14]1[CH:19]=[CH:18][CH:17]=[CH:16][N:15]=1. Starting materials: O1CCN(CC1)CCCOC=1C=C2C(=NC=NC2=CC1OC)Cl (6-(3-morpholino propoxy)-7-methoxy-4-chloro quinazoline), FC1=C(C=C(N)C=C1)Cl (4-fluoro-3-chloroaniline), Cl (hydrochloric acid). Run in CO (Methanol), CO (methanol). Conditions: temperature 17.5 celsius, time 30 minute. Product: ClC=1C=C(NC2=NC=NC3=CC(=C(C=C23)OCCCN2CCOCC2)OC)C=CC1F (4-(3′-chloro-4′-fluoroanilino)-7-methoxy-6-(3-morpholinopropoxy)-quinazoline). The yield is 70.0%. RXN SMILES: [O:1]1[CH2:6][CH2:5][N:4]([CH2:7][CH2:8][CH2:9][O:10][C:11]2[CH:12]=[C:13]3[C:18](=[CH:19][C:20]=2[O:21][CH3:22])[N:17]=[CH:16][N:15]=[C:14]3Cl)[CH2:3][CH2:2]1.[F:24][C:25]1[CH:31]=[CH:30][C:28]([NH2:29])=[CH:27][C:26]=1[Cl:32].Cl>CO>[Cl:32][C:26]1[CH:27]=[C:28]([CH:30]=[CH:31][C:25]=1[F:24])[NH:29][C:14]1[C:13]2[C:18](=[CH:19][C:20]([O:21][CH3:22])=[C:11]([O:10][CH2:9][CH2:8][CH2:7][N:4]3[CH2:5][CH2:6][O:1][CH2:2][CH2:3]3)[CH:12]=2)[N:17]=[CH:16][N:15]=1. Reported procedure: Methanol (1200 ml) and 6-(3-morpholino propoxy)-7-methoxy-4-chloro quinazoline (200 gm) were stirred for 15 minutes at 25-30° C., then a solution of 4-fluoro-3-chloroaniline in methanol (213 gm in 400 ml) was charged and refluxed for 6 hours. The reaction mass was cooled to 15-20° C., hydrochloric acid (40 ml) was added drop wise, and stirred at 5-10° C. for 30 minutes. The solid obtained was filtered and washed with chilled methanol (150 ml). The solid was dissolved in a mixture of toluene (30 ... Reactants: CCCCOC(=O)N1CCN(CC#N)CC1, CCO, N. Product: CCCCOC(=O)N1CCN(CCN)CC1. RXN SMILES: [C:1](#[N:2])[CH2:3][N:4]1[CH2:5][CH2:6][N:7]([C:10](=[O:11])[O:12][CH2:13][CH2:14][CH2:15][CH3:16])[CH2:8][CH2:9]1.[CH3:18][CH2:19][OH:20].[NH3:17]>>[CH2:1]([NH2:2])[CH2:3][N:4]1[CH2:5][CH2:6][N:7]([C:10](=[O:11])[O:12][CH2:13][CH2:14][CH2:15][CH3:16])[CH2:8][CH2:9]1. The reactants are CCOC(=O)C(CC(C)C)c1cc(-c2ccc(C(F)(F)F)cc2)cc(C2CCCC(C(F)(F)F)N2Cc2ccccc2)c1, CCO, [K+], [OH-]. Yields the product CC(C)CC(C(=O)O)c1cc(-c2ccc(C(F)(F)F)cc2)cc(C2CCCC(C(F)(F)F)N2Cc2ccccc2)c1. As a reaction SMILES: [CH2:1]([CH3:2])[O:3][C:4]([CH:5]([CH2:6][CH:7]([CH3:8])[CH3:9])[c:10]1[cH:11][c:12](-[c:33]2[cH:34][cH:35][c:36]([C:39]([F:40])([F:41])[F:42])[cH:37][cH:38]2)[cH:13][c:14]([CH:16]2[N:17]([CH2:26][c:27]3[cH:28][cH:29][cH:30][cH:31][cH:32]3)[CH:18]([C:22]([F:23])([F:24])[F:25])[CH2:19][CH2:20][CH2:21]2)[cH:15]1)=[O:43].[CH3:46][CH2:47][OH:48].[K+:45].[OH-:44]>>[O:3]=[C:4]([CH:5]([CH2:6][CH:7]([CH3:8])[CH3:9])[c:10]1[cH:11][c:12](-[c:33]2[cH:34][cH:35][c:36]([C:39]([F:40])([F:41])[F:42])[cH:37][cH:38]2)[cH:13][c:14]([CH:16]2[N:17]([CH2:26][c:27]3[cH:28][cH:29][cH:30][cH:31][cH:32]3)[CH:18]([C:22]([F:23])([F:24])[F:25])[CH2:19][CH2:20][CH2:21]2)[cH:15]1)[OH:43]. RXN SMILES: [OH-].[Na+].O=[CH:4][C:5]1[CH:13]=[CH:12][CH:11]=[C:8]([O:9][CH3:10])[C:6]=1[OH:7].Br.Br[CH2:16][C:17]([C:19]1[CH:24]=[CH:23][N:22]=[CH:21][CH:20]=1)=[O:18]>C(O)C>[N:22]1[CH:23]=[CH:24][C:19]([C:17]([C:16]2[O:7][C:6]3[C:8]([O:9][CH3:10])=[CH:11][CH:12]=[CH:13][C:5]=3[CH:4]=2)=[O:18])=[CH:20][CH:21]=1 |f:0.1,3.4|. Procedure details: Sodium hydroxide (1.22 g) was added to a solution of o-vanillin (2.11 g) in ethanol (50 ml) at 55° C. under a nitrogen atmosphere. The reaction mixture was stirred for 10 minutes to give a yellow suspension. 4-(Bromoacetyl)pyridine hydrobromide (5 g) was then added portionwise and the solution heated at 55° C. for 12 h, then at 65-70° C. for a further 12 h. The reaction mixture was cooled to room temperature and the solvent removed in vacuo. The residue was partitioned between water (250 ml, con... Product: N1=CC=C(C=C1)C(=O)C=1OC2=C(C1)C=CC=C2OC (2-[(Pyridin-4-yl)carbonyl]-7-methoxybenzofuran). Run at temperature 55 celsius, time 10 minute. The solvent is C(C)O (ethanol). The reactants are [OH-].[Na+] (Sodium hydroxide), O=CC1=C(O)C(OC)=CC=C1 (o-vanillin), Br.BrCC(=O)C1=CC=NC=C1 (4-(Bromoacetyl)pyridine hydrobromide). Isolated yield 27.0%.